From a dataset of the Open Reaction Database (ORD), a public repository of structured organic reaction records. describe an organic reaction: reactants, conditions, products, and yield Reactants: [BH4-].[Na+] (sodium borohydride), C(O)([O-])=O.[Na+] (sodium hydrogencarbonate), S(O)(O)(=O)=O (sulfuric acid), C(C)=O (acetaldehyde), NC1=CC=C(C=C1)C=1NC(=C(N1)C(=O)NC=1SC=CN1)C1=CC=C(C=C1)OC (2-(4-aminophenyl)-5-(4-methoxyphenyl)-N-(2-thiazolyl)imidazole-4-carboxamide). Solvent: O1CCCC1 (tetrahydrofuran), O1CCCC1 (tetrahydrofuran), CO (methanol). Conditions: time 2 hour. Yields the product C(C)NC1=CC=C(C=C1)C=1NC(=C(N1)C(=O)NC=1SC=CN1)C1=CC=C(C=C1)OC (2-(4-ethylaminophenyl)-5-(4-methoxyphenyl)-N-(2-thiazolyl)imidazole-4-carboxamide). As a reaction SMILES: [NH2:1][C:2]1[CH:7]=[CH:6][C:5]([C:8]2[NH:9][C:10]([C:21]3[CH:26]=[CH:25][C:24]([O:27][CH3:28])=[CH:23][CH:22]=3)=[C:11]([C:13]([NH:15][C:16]3[S:17][CH:18]=[CH:19][N:20]=3)=[O:14])[N:12]=2)=[CH:4][CH:3]=1.S(=O)(=O)(O)O.[CH:34](=O)[CH3:35].[BH4-].[Na+].C(=O)([O-])O.[Na+]>O1CCCC1.CO>[CH2:34]([NH:1][C:2]1[CH:7]=[CH:6][C:5]([C:8]2[NH:9][C:10]([C:21]3[CH:26]=[CH:25][C:24]([O:27][CH3:28])=[CH:23][CH:22]=3)=[C:11]([C:13]([NH:15][C:16]3[S:17][CH:18]=[CH:19][N:20]=3)=[O:14])[N:12]=2)=[CH:4][CH:3]=1)[CH3:35] |f:3.4,5.6|. Reported procedure: 2-(4-Aminophenyl)-5-(4-methoxyphenyl)-N-(2-thiazolyl)-imidazole-4-carboxamide (1.0 g) obtained in Example 48 was dissolved in a mixed solvent of tetrahydrofuran and methanol, and added to a solution of 4N sulfuric acid (0.2 ml) and acetaldehyde (0.2 ml) in tetrahydrofuran. To the solution was added sodium borohydride (0.13 g) and the mixture was stirred at room temperature for 2 hr. To the reaction mixture was added a saturated aqueous sodium hydrogencarbonate solution and the mixture was extrac... Reactants: CCn1ncc(Br)c1-c1csc(C(=O)NC(Cc2ccccc2C(F)(F)F)CN2C(=O)c3ccccc3C2=O)c1, CO. Yields the product CCn1ncc(Br)c1-c1csc(C(=O)NC(CN)Cc2ccccc2C(F)(F)F)c1. RXN SMILES: [Br:1][c:2]1[cH:3][n:4][n:5]([CH2:39][CH3:40])[c:6]1-[c:7]1[cH:8][c:9]([C:12](=[O:13])[NH:14][CH:15]([CH2:16][N:17]2[C:18](=[O:19])[c:20]3[c:21]([cH:22][cH:23][cH:24][cH:25]3)[C:26]2=[O:27])[CH2:28][c:29]2[c:30]([C:35]([F:36])([F:37])[F:38])[cH:31][cH:32][cH:33][cH:34]2)[s:10][cH:11]1.[CH3:41][OH:42]>>[Br:1][c:2]1[cH:3][n:4][n:5]([CH2:39][CH3:40])[c:6]1-[c:7]1[cH:8][c:9]([C:12](=[O:13])[NH:14][CH:15]([CH2:16][NH2:17])[CH2:28][c:29]2[c:30]([C:35]([F:36])([F:37])[F:38])[cH:31][cH:32][cH:33][cH:34]2)[s:10][cH:11]1. The reactants are CC(C)(C)OC(=O)N1C2CCC1CC(c1ccc(N3CCN(S(C)(=O)=O)CC3)cc1)C2, ClCCl, Cl, C1COCCO1. Product: CS(=O)(=O)N1CCN(c2ccc(C3CC4CCC(C3)N4)cc2)CC1. As a reaction SMILES: [C:1]([O:2][C:3](=[O:4])[N:8]1[CH:9]2[CH2:10][CH:11]([c:16]3[cH:17][cH:18][c:19]([N:22]4[CH2:23][CH2:24][N:25]([S:28](=[O:29])(=[O:30])[CH3:31])[CH2:26][CH2:27]4)[cH:20][cH:21]3)[CH2:12][CH:13]1[CH2:14][CH2:15]2)([CH3:5])([CH3:6])[CH3:7].[Cl:39][CH2:40][Cl:41].[ClH:32].[O:33]1[CH2:34][CH2:35][O:36][CH2:37][CH2:38]1>>[NH:8]1[CH:9]2[CH2:10][CH:11]([c:16]3[cH:17][cH:18][c:19]([N:22]4[CH2:23][CH2:24][N:25]([S:28](=[O:29])(=[O:30])[CH3:31])[CH2:26][CH2:27]4)[cH:20][cH:21]3)[CH2:12][CH:13]1[CH2:14][CH2:15]2. Reactants: Cl (HCl), [OH-].[K+] (KOH), CN1C(=CC(=C1)C)C(O)C(Cl)(Cl)Cl (1,4-dimethyl-α-trichloromethylpyrrole-2-methanol), S(=O)([O-])S(=O)[O-].[Na+].[Na+] (sodium dithionite), [Cl-].[Na+] (Sodium chloride). The solvent is O (water), O (water), C(C)O (ethanol). Reaction conditions: temperature 55 celsius. Product: CN1C(=CC(=C1)C)CC(=O)O (1,4-dimethylpyrrole-2-acetic acid). As a reaction SMILES: S(S([O-])=O)([O-])=[O:2].[Na+].[Na+].[CH3:9][N:10]1[CH:14]=[C:13]([CH3:15])[CH:12]=[C:11]1[CH:16]([C:18](Cl)(Cl)Cl)O.[OH-:22].[K+].Cl.[Cl-].[Na+]>O.C(O)C>[CH3:9][N:10]1[CH:14]=[C:13]([CH3:15])[CH:12]=[C:11]1[CH2:16][C:18]([OH:2])=[O:22] |f:0.1.2,4.5,7.8|. Procedure details: A mixture of 13.9 g (0.08 mol) of sodium dithionite in 20 ml of water and 5 ml of ethanol was heated to 55° C. under argon. A 4.8 g (0.02 mol) sample of 1,4-dimethyl-α-trichloromethylpyrrole-2-methanol was added in one portion. A solution of 6.7 g (0.12 mol) of KOH in 20 ml of water was added dropwise over 20 mins. The reaction was stirred for 70 more mins. at 55°. It was cooled and acidified with concentrated HCl. Sodium chloride was added. The mixture was extracted three times with ether. The ...